This data is from the Open Reaction Database (ORD), a public repository of structured organic reaction records. The task is: describe an organic reaction: reactants, conditions, products, and yield Product: CN1CCC(C2Oc3ccc(Cl)cc3Cn3c(Br)ccc32)CC1. RXN SMILES: [Br:23][N:24]1[C:25](=[O:26])[CH2:27][CH2:28][C:29]1=[O:30].[CH3:36][CH2:37][O:38][C:39](=[O:40])[CH3:41].[Cl:1][c:2]1[cH:3][cH:4][c:5]2[c:6]([cH:22]1)[CH2:7][n:8]1[c:9]([cH:19][cH:20][cH:21]1)[CH:10]([CH:12]1[CH2:13][CH2:14][N:15]([CH3:18])[CH2:16][CH2:17]1)[O:11]2.[O:31]1[CH2:32][CH2:33][CH2:34][CH2:35]1>>[Cl:1][c:2]1[cH:3][cH:4][c:5]2[c:6]([cH:22]1)[CH2:7][n:8]1[c:9]([cH:19][cH:20][c:21]1[Br:23])[CH:10]([CH:12]1[CH2:13][CH2:14][N:15]([CH3:18])[CH2:16][CH2:17]1)[O:11]2. Reactants: O=C1CCC(=O)N1Br, CCOC(C)=O, CN1CCC(C2Oc3ccc(Cl)cc3Cn3cccc32)CC1, C1CCOC1.